From a dataset of the Open Reaction Database (ORD), a public repository of structured organic reaction records. describe an organic reaction: reactants, conditions, products, and yield Starting materials: O=C([O-])[O-], CC(=O)OCBr, CCOC(C)=O, [Cs+], [Cs+], CN(C)C=O, O=C(O)c1[nH]c2ccccc2c1Nc1ccncc1. The product is CC(=O)OCOC(=O)c1[nH]c2ccccc2c1Nc1ccncc1. RXN SMILES: [C:20](=[O:21])([O-:22])[O-:23].[C:26]([CH3:27])(=[O:28])[O:29][CH2:30][Br:31].[CH3:32][CH2:33][O:34][C:35]([CH3:36])=[O:37].[Cs+:24].[Cs+:25].[O:38]=[CH:39][N:40]([CH3:41])[CH3:42].[n:1]1[cH:2][cH:3][c:4]([NH:7][c:8]2[c:9]([C:17](=[O:18])[OH:19])[nH:10][c:11]3[cH:12][cH:13][cH:14][cH:15][c:16]23)[cH:5][cH:6]1>>[n:1]1[cH:2][cH:3][c:4]([NH:7][c:8]2[c:9]([C:17]([O:18][CH2:30][O:29][C:26]([CH3:27])=[O:28])=[O:19])[nH:10][c:11]3[cH:12][cH:13][cH:14][cH:15][c:16]23)[cH:5][cH:6]1. Starting materials: CCCCc1cc(C(=O)OCC)nn1C(C)(C)C, CO, [NH4+], [OH-]. The product is CCCCc1cc(C(N)=O)nn1C(C)(C)C. Reaction SMILES: [CH2:1]([CH2:2][CH2:3][CH3:4])[c:5]1[cH:6][c:7]([C:14]([O:16][CH2:15][CH3:17])=[O:18])[n:8][n:9]1[C:10]([CH3:11])([CH3:12])[CH3:13].[CH3:19][OH:20].[NH4+:22].[OH-:21]>>[CH2:1]([CH2:2][CH2:3][CH3:4])[c:5]1[cH:6][c:7]([C:14](=[O:16])[NH2:22])[n:8][n:9]1[C:10]([CH3:11])([CH3:12])[CH3:13]. Starting materials: OC1=C(C2=C(C(=NO2)C)C=C1)C(=O)OC (methyl 6-hydroxy-3-methyl-benzisoxazol-7-carboxylate), ice water, COC1=NC(=NC(=C1)OC)S(=O)(=O)C (4,6-dimethoxy-2-methylsulfonylpyrimidine), C([O-])([O-])=O.[K+].[K+] (potassium carbonate). Run in CN(C=O)C (N,N-dimethylformamide). Reaction conditions: temperature 70 celsius, time 2 hour. The product is COC1=NC(=NC(=C1)OC)OC1=C(C2=C(C(=NO2)C)C=C1)C(=O)OC (Methyl 6-(4,6-Dimethoxypyrimidin-2-yl)oxy-3-methyl-benzisoxazol-7-carboxylate). Isolated yield 73.8%. Reaction SMILES: [OH:1][C:2]1[CH:11]=[CH:10][C:5]2[C:6]([CH3:9])=[N:7][O:8][C:4]=2[C:3]=1[C:12]([O:14][CH3:15])=[O:13].[CH3:16][O:17][C:18]1[CH:23]=[C:22]([O:24][CH3:25])[N:21]=[C:20](S(C)(=O)=O)[N:19]=1.C(=O)([O-])[O-].[K+].[K+]>CN(C)C=O>[CH3:16][O:17][C:18]1[CH:23]=[C:22]([O:24][CH3:25])[N:21]=[C:20]([O:1][C:2]2[CH:11]=[CH:10][C:5]3[C:6]([CH3:9])=[N:7][O:8][C:4]=3[C:3]=2[C:12]([O:14][CH3:15])=[O:13])[N:19]=1 |f:2.3.4|. Reported procedure: A mixture comprising 1.3 g of methyl 6-hydroxy-3-methyl-benzisoxazol-7-carboxylate, 1.4 g of 4,6-dimethoxy-2-methylsulfonylpyrimidine and 1 g of potassium carbonate in 20 ml of N,N-dimethylformamide, was heated and stirred at 70° C. for two hours. The mixture was returned to room temperature, poured into ice water and extracted with ethyl acetate. The organic layer was washed with water and then dried over anhydrous sodium sulfate. Then, it was concentrated under reduced pressure, and the obtain... Starting materials: CC(CN1C=2C=CC=CC2SC3=C1C=CC=C3)N(C)C.C(=O)([O-])[C@@H](O)[C@H](O)C(=O)[O-] (promethazine D-tartrate), CC(CN1C=2C=CC=CC2SC3=C1C=CC=C3)N(C)C (promethazine), C(C1=CC=CC=C1)(=O)[C@@]([C@@](C(=O)O)(O)C(C1=CC=CC=C1)=O)(O)C(=O)O (dibenzoyl-D-tartaric acid). The solvent is CC(=O)C (acetone). Reaction conditions: time 3 day. Product: CC(CN1C=2C=CC=CC2SC3=C1C=CC=C3)N(C)C.C(C1=CC=CC=C1)(=O)[C@@]([C@@](C(=O)[O-])(O)C(C1=CC=CC=C1)=O)(O)C(=O)[O-] (promethazine dibenzoyl-D-tartrate). RXN SMILES: [CH3:1][CH:2]([N:18]([CH3:20])[CH3:19])[CH2:3][N:4]1[C:13]2[CH:14]=[CH:15][CH:16]=[CH:17][C:12]=2[S:11][C:10]2[CH:9]=[CH:8][CH:7]=[CH:6][C:5]1=2.C([C@H]([C@@H](C([O-])=O)O)O)([O-])=O.CC(N(C)C)CN1C2C=CC=CC=2SC2C=CC=CC1=2.[C:51]([C@:59]([C:74]([OH:76])=[O:75])([OH:73])[C@:60]([C:65](=[O:72])[C:66]1[CH:71]=[CH:70][CH:69]=[CH:68][CH:67]=1)([OH:64])[C:61]([OH:63])=[O:62])(=[O:58])[C:52]1[CH:57]=[CH:56][CH:55]=[CH:54][CH:53]=1>CC(C)=O>[CH3:1][CH:2]([N:18]([CH3:19])[CH3:20])[CH2:3][N:4]1[C:5]2[CH:6]=[CH:7][CH:8]=[CH:9][C:10]=2[S:11][C:12]2[CH:17]=[CH:16][CH:15]=[CH:14][C:13]1=2.[C:65]([C@:60]([C:61]([O-:63])=[O:62])([OH:64])[C@:59]([C:51](=[O:58])[C:52]1[CH:57]=[CH:56][CH:55]=[CH:54][CH:53]=1)([OH:73])[C:74]([O-:76])=[O:75])(=[O:72])[C:66]1[CH:71]=[CH:70][CH:69]=[CH:68][CH:67]=1 |f:0.1,5.6|. Procedure: To prepare promethazine-D-tartrate, promethazine (10 g, 0.035 mol) dissolved in 80 ml acetone was heated in a 60° C. bath while dibenzoyl-D-tartaric acid (12.789 g, 0.036 mol) was added. The resulting clear yellow solution was left at ambient temperature for 3 days (step 2). A heavy precipitate formed, which was filtered off and recrystalized from ethanol four times to give 4.0 g promethazine dibenzoyl-D-tartrate white crystals (step 3). The reactants are COCCOc1ccn2c(-c3ccc4cccc(O[Si](C)(C)C(C)(C)C)c4n3)nnc2c1, C1CCOC1, CCOC(C)=O, Cl, [Na+], [OH-]. Yields the product COCCOc1ccn2c(-c3ccc4cccc(O)c4n3)nnc2c1. Reaction SMILES: [C:1]([Si:2]([CH3:3])([CH3:4])[O:6][c:7]1[cH:8][cH:9][cH:10][c:11]2[cH:12][cH:13][c:14](-[c:17]3[n:18][n:19][c:20]4[n:21]3[cH:22][cH:23][c:24]([O:26][CH2:27][CH2:28][O:29][CH3:30])[cH:25]4)[n:15][c:16]12)([CH3:5])([CH3:31])[CH3:32].[CH2:36]1[O:37][CH2:38][CH2:39][CH2:40]1.[CH3:41][CH2:42][O:43][C:44]([CH3:45])=[O:46].[ClH:33].[Na+:35].[OH-:34]>>[OH:6][c:7]1[cH:8][cH:9][cH:10][c:11]2[cH:12][cH:13][c:14](-[c:17]3[n:18][n:19][c:20]4[n:21]3[cH:22][cH:23][c:24]([O:26][CH2:27][CH2:28][O:29][CH3:30])[cH:25]4)[n:15][c:16]12. The reactants are solution, C(C)OC(=O)N1[C@H](C[C@H](C2=CC(=C(C=C12)OC)OC)N(C(=O)OC)CC1=CC(=CC(=C1)C(F)(F)F)C(F)(F)F)C (cis-4-[(3,5-bis-trifluoromethyl-benzyl)-methoxycarbonyl-amino]-6,7-dimethoxy-2-methyl-3,4-dihydro-2H-quinoline-1-carboxylic acid ethyl ester), CI (methyl iodide). Run in O1CCCC1 (tetrahydrofuran). Run at temperature -78 celsius, time 45 minute. Yields the product C(C)OC(=O)N1[C@H](C[C@H](C2=CC(=C(C=C12)OC)OC)N(C(=O)OC)C(C)C1=CC(=CC(=C1)C(F)(F)F)C(F)(F)F)C (cis-4-{[1-(3,5-Bis-trifluoromethyl-phenyl)-ethyl]-methoxycarbonyl-amino}-6,7-dimethoxy-2-methyl-3,4-dihydro-2H-quinoline-1-carboxylic acid ethyl ester). As a reaction SMILES: [CH2:1]([O:3][C:4]([N:6]1[C:15]2[C:10](=[CH:11][C:12]([O:18][CH3:19])=[C:13]([O:16][CH3:17])[CH:14]=2)[C@H:9]([N:20]([CH2:25][C:26]2[CH:31]=[C:30]([C:32]([F:35])([F:34])[F:33])[CH:29]=[C:28]([C:36]([F:39])([F:38])[F:37])[CH:27]=2)[C:21]([O:23][CH3:24])=[O:22])[CH2:8][C@@H:7]1[CH3:40])=[O:5])[CH3:2].[CH3:41]I>O1CCCC1>[CH2:1]([O:3][C:4]([N:6]1[C:15]2[C:10](=[CH:11][C:12]([O:18][CH3:19])=[C:13]([O:16][CH3:17])[CH:14]=2)[C@H:9]([N:20]([CH:25]([C:26]2[CH:27]=[C:28]([C:36]([F:37])([F:39])[F:38])[CH:29]=[C:30]([C:32]([F:35])([F:33])[F:34])[CH:31]=2)[CH3:41])[C:21]([O:23][CH3:24])=[O:22])[CH2:8][C@@H:7]1[CH3:40])=[O:5])[CH3:2]. Reported procedure: To a pre-dried flask under nitrogen atmosphere was added cis-4-[(3,5-bis-trifluoromethyl-benzyl)-methoxycarbonyl-amino]-6,7-dimethoxy-2-methyl-3,4-dihydro-2H-quinoline-1-carboxylic acid ethyl ester (0.200 g, 0.346 mmol) and tetrahydrofuran (2 mL). The solution was cooled to -78° C. and a 1.83 M solution of n-butyl lithiumin hexanes (0.23 g, 0.41 mmol) was added. The reaction was stirred at -78° C. for 45 min, then methyl iodide (0.026 mL, 0.41 mmol) was added and the reaction was warmed to 0° C.... Reactants: O=[N+]([O-])c1ccccc1Br, CS(=O)(=O)c1ccc(I)cc1, [Cu]. Product: CS(=O)(=O)c1ccc(-c2ccccc2[N+](=O)[O-])cc1. RXN SMILES: [Br:12][c:13]1[c:14]([N+:19](=[O:20])[O-:21])[cH:15][cH:16][cH:17][cH:18]1.[CH3:1][S:2](=[O:3])(=[O:4])[c:5]1[cH:6][cH:7][c:8]([I:11])[cH:9][cH:10]1.[Cu:22]>>[CH3:1][S:2](=[O:3])(=[O:4])[c:5]1[cH:6][cH:7][c:8](-[c:13]2[c:14]([N+:19](=[O:20])[O-:21])[cH:15][cH:16][cH:17][cH:18]2)[cH:9][cH:10]1.